Task: describe an organic reaction: reactants, conditions, products, and yield. Dataset: the Open Reaction Database (ORD), a public repository of structured organic reaction records The reactants are C(#N)C1=CC2=C(N(C(=N2)COC(C)=O)CCCCF)C=C1 (acetic acid 5-cyano-1-(4-fluoro-butyl)-1H-benzoimidazol-2-ylmethyl ester). Reagents/catalysts: [Pd] (Pd/C). Run in CO (MeOH), CCO (EtOH), Cl (HCl). Yields the product NCC1=CC2=C(N(C(=N2)CO)CCCCF)C=C1 ([5-aminomethyl-1-(4-fluoro-butyl)-1H-benzoimidazol-2-yl]-methanol). Yield: 28.3%. As a reaction SMILES: [C:1]([C:3]1[CH:21]=[CH:20][C:6]2[N:7]([CH2:15][CH2:16][CH2:17][CH2:18][F:19])[C:8]([CH2:10][O:11]C(=O)C)=[N:9][C:5]=2[CH:4]=1)#[N:2]>CO.CCO.Cl.[Pd]>[NH2:2][CH2:1][C:3]1[CH:21]=[CH:20][C:6]2[N:7]([CH2:15][CH2:16][CH2:17][CH2:18][F:19])[C:8]([CH2:10][OH:11])=[N:9][C:5]=2[CH:4]=1. Reported procedure: To a solution of acetic acid 5-cyano-1-(4-fluoro-butyl)-1H-benzoimidazol-2-ylmethyl ester (1.3 g, 4.5 mmol) in MeOH (50 ml), EtOH (10 ml), concentrated HCl (10 ml) and 10% Pd/C (100 mg) was hydrogenated for 2 h. The solution was filtered and concentrated. The residue was dissolved in EtOAc and washed with aq NaHCO3. The product remains in the aqueous layer. The water was removed and the residue washed with hot EtOAc. The EtOAc extracts are concentrated to give 0.32 g (18%) of [5-aminomethyl-1-(4... Starting materials: C(=O)([O-])[O-].[K+].[K+] (K2CO3), N1(CCN(CCN(CCNCC1)CC(=O)OC(C)(C)C)CC(=O)OC(C)(C)C)CC(=O)OC(C)(C)C (Tri-tert-butyl 2,2′,2″-(1,4,7,10-tetraazacyclododecane-1,4,7-triyl)triacetate), ClCC(=O)NCC=1N=C2C=CC=CC2=C2C=CC=CC12 (2-chloro-N-(phenanthridin-6-ylmethyl)acetamide). The solvent is CC#N.CN(C)C=O (CH3CN DMF), CC#N (CH3CN). Yields the product O=C(CN1CCN(CCN(CCN(CC1)CC(=O)OC(C)(C)C)CC(=O)OC(C)(C)C)CC(=O)OC(C)(C)C)NCC=1N=C2C=CC=CC2=C2C=CC=CC12 (Tri-tert-butyl 2,2′,2″-(10-(2-oxo-2-((phenanthridin-6-ylmethyl)amino)ethyl)-1,4,7,10-tetraazacyclododecane-1,4,7-triyl)triacetate). Reaction SMILES: [N:1]1([CH2:29][C:30]([O:32][C:33]([CH3:36])([CH3:35])[CH3:34])=[O:31])[CH2:12][CH2:11][NH:10][CH2:9][CH2:8][N:7]([CH2:13][C:14]([O:16][C:17]([CH3:20])([CH3:19])[CH3:18])=[O:15])[CH2:6][CH2:5][N:4]([CH2:21][C:22]([O:24][C:25]([CH3:28])([CH3:27])[CH3:26])=[O:23])[CH2:3][CH2:2]1.C([O-])([O-])=O.[K+].[K+].Cl[CH2:44][C:45]([NH:47][CH2:48][C:49]1[N:50]=[C:51]2[C:56](=[C:57]3[C:62]=1[CH:61]=[CH:60][CH:59]=[CH:58]3)[CH:55]=[CH:54][CH:53]=[CH:52]2)=[O:46]>CC#N.CC#N.CN(C=O)C>[O:46]=[C:45]([NH:47][CH2:48][C:49]1[N:50]=[C:51]2[C:56](=[C:57]3[C:62]=1[CH:61]=[CH:60][CH:59]=[CH:58]3)[CH:55]=[CH:54][CH:53]=[CH:52]2)[CH2:44][N:10]1[CH2:9][CH2:8][N:7]([CH2:13][C:14]([O:16][C:17]([CH3:20])([CH3:19])[CH3:18])=[O:15])[CH2:6][CH2:5][N:4]([CH2:21][C:22]([O:24][C:25]([CH3:26])([CH3:27])[CH3:28])=[O:23])[CH2:3][CH2:2][N:1]([CH2:29][C:30]([O:32][C:33]([CH3:36])([CH3:35])[CH3:34])=[O:31])[CH2:12][CH2:11]1 |f:1.2.3,6.7|. Reported procedure: Tri-tert-butyl 2,2′,2″-(1,4,7,10-tetraazacyclododecane-1,4,7-triyl)triacetate (33.5 mg, 65.1 mop was dissolved in dry CH3CN (10 mL) and magnetically stirred under N2(g). Anhydrous K2CO3 (30.0 mg, 0.217 mmol) was added, followed by 2-chloro-N-(phenanthridin-6-ylmethyl)acetamide (Weitz et al., J. Am. Chem. Soc., 2012, 134, 16099-16102) (15.4 mg, 54.2 mmol) dissolved in 15 mL CH3CN/DMF (2:1), and the reaction mixture was heated to reflux for 27 hours under N2(g). The reaction mixture was then filte... The reactants are ClC=1C=C(C=CC1Cl)C1(CCCCC1)C(C)=NS(=O)C(C)(C)C (2-Methyl-propane-2-sulfinic acid {1-[1-(3,4-dichloro-phenyl)-cyclohexyl]-ethylidene}-amide). Solvent: C1CCOC1 (THF). Run at temperature -20 celsius, time 8 hour. Yields the product ClC=1C=C(C=CC1Cl)C1(CCCCC1)C(C)NS(=O)C(C)(C)C (2-Methyl-propane-2-sulfinic acid {1-[1-(3,4-dichloro-phenyl)-cyclohexyl]-ethyl}-amide). Yield: 95.9%. Reaction SMILES: [Cl:1][C:2]1[CH:3]=[C:4]([C:9]2([C:15](=[N:17][S:18]([C:20]([CH3:23])([CH3:22])[CH3:21])=[O:19])[CH3:16])[CH2:14][CH2:13][CH2:12][CH2:11][CH2:10]2)[CH:5]=[CH:6][C:7]=1[Cl:8]>C1COCC1>[Cl:1][C:2]1[CH:3]=[C:4]([C:9]2([CH:15]([NH:17][S:18]([C:20]([CH3:21])([CH3:23])[CH3:22])=[O:19])[CH3:16])[CH2:14][CH2:13][CH2:12][CH2:11][CH2:10]2)[CH:5]=[CH:6][C:7]=1[Cl:8]. Reported procedure: 56 g (149.6 mmol) of 2-Methyl-propane-2-sulfinic acid {1-[1-(3,4-dichloro-phenyl)-cyclohexyl]-ethylidene}-amide was dissolved in 1 L of THF. The solution was chilled to −20° C. and treated with 49 g (190 mmol) of Cp2ZrHCl. The mixture was allowed to warm to rt and left to stir overnight before cooling back to −20° C. and quenching with a saturated solution of NH4Cl. The mixture was warmed to rt extracted with EtOAc (3×). The combined organic layers were washed with H2O, brine and then dried over... Reactants: C#CCBr, Cc1ccsc1C=CC(=O)O, [H-], [H][H], [Na+], CN(C)C=O. The product is C#CCOC(=O)C=Cc1sccc1C. As a reaction SMILES: [CH2:16]([C:17]#[CH:18])[Br:19].[CH3:3][c:4]1[c:5]([CH:9]=[CH:10][C:11](=[O:12])[OH:13])[s:6][cH:7][cH:8]1.[H-:1].[H:14][H:15].[Na+:2].[O:20]=[CH:21][N:22]([CH3:23])[CH3:24]>>[CH3:3][c:4]1[c:5]([CH:9]=[CH:10][C:11](=[O:12])[O:13][CH2:18][C:17]#[CH:16])[s:6][cH:7][cH:8]1. Starting materials: [BH3-]C#N, [CH3], CO, Cl, [Na+], [Na+], ON=Cc1ccc(N2CCC3(CC2)OCCO3)cc1, [OH-], O. Product: ONCc1ccc(N2CCC3(CC2)OCCO3)cc1. Reaction SMILES: [C:21]([BH3-:22])#[N:23].[CH3:25].[CH3:29][OH:30].[ClH:1].[Na+:24].[Na+:27].[O:2]1[CH2:3][CH2:4][O:5][C:6]12[CH2:7][CH2:8][N:9]([c:12]1[cH:13][cH:14][c:15]([CH:16]=[N:17][OH:18])[cH:19][cH:20]1)[CH2:10][CH2:11]2.[OH-:26].[OH2:28]>>[O:2]1[CH2:3][CH2:4][O:5][C:6]12[CH2:7][CH2:8][N:9]([c:12]1[cH:13][cH:14][c:15]([CH2:16][NH:17][OH:18])[cH:19][cH:20]1)[CH2:10][CH2:11]2. Starting materials: C(C)(C)(C)OC(=O)N1C=NC2=C1C=CC(=C2C)NC(=S)NCCN (N-(1-tert-butoxycarbonyl-4-methyl-5-benzimidazolyl)-N'-2-aminoethylthiourea), mercuric acetate, C(Cl)(Cl)Cl (chloroform). Solvent: CO (methanol). Conditions: time 2 hour. Product: C(C)(C)(C)OC(=O)N1C=NC2=C1C=CC(=C2C)NN2C=NCC2 (1-tert-butoxycarbonyl-4-methyl-5-(2-imidazolinylamino)benzimidazole). As a reaction SMILES: [C:1]([O:5][C:6]([N:8]1[C:12]2[CH:13]=[CH:14][C:15]([NH:18]C(NCCN)=S)=[C:16]([CH3:17])[C:11]=2[N:10]=[CH:9]1)=[O:7])([CH3:4])([CH3:3])[CH3:2].C(Cl)(Cl)Cl>CO>[C:1]([O:5][C:6]([N:8]1[C:12]2[CH:13]=[CH:14][C:15]([NH:18][N:10]3[CH2:11][CH2:12][N:8]=[CH:9]3)=[C:16]([CH3:17])[C:11]=2[N:10]=[CH:9]1)=[O:7])([CH3:2])([CH3:3])[CH3:4]. Reported procedure: A mixture of N-(1-tert-butoxycarbonyl-4-methyl-5-benzimidazolyl)-N'-2-aminoethylthiourea (2.89 g) and mercuric acetate (3.32 g) in methanol (200 mL)/chloroform (100 mL) is stirred at room temperature for 2 hours. The resulting black mixture is filtered on Celite and the filtrate rotary evaporated. The residue is purified by flash chromatography on a short pad of silica gel, eluting with 10% methanol/chloroform containing 1% ammonium hydroxide. The product-containing fractions are collected and r... As a reaction SMILES: [CH2:1]([c:2]1[cH:3][cH:4][cH:5][cH:6][cH:7]1)[O:8][c:9]1[n:10][cH:11][cH:12][c:13]([Cl:18])[c:14]1[N+:15](=[O:16])[O-:17].[Cl:19][c:20]1[c:21]([B:30]([OH:31])[OH:32])[cH:22][c:23]([F:29])[c:24]([N:26]([CH3:27])[CH3:28])[cH:25]1>>[CH2:1]([c:2]1[cH:3][cH:4][cH:5][cH:6][cH:7]1)[O:8][c:9]1[n:10][cH:11][cH:12][c:13](-[c:21]2[c:20]([Cl:19])[cH:25][c:24]([N:26]([CH3:27])[CH3:28])[c:23]([F:29])[cH:22]2)[c:14]1[N+:15](=[O:16])[O-:17]. Product: CN(C)c1cc(Cl)c(-c2ccnc(OCc3ccccc3)c2[N+](=O)[O-])cc1F. Reactants: O=[N+]([O-])c1c(Cl)ccnc1OCc1ccccc1, CN(C)c1cc(Cl)c(B(O)O)cc1F.